This data is from the Open Reaction Database (ORD), a public repository of structured organic reaction records. The task is: describe an organic reaction: reactants, conditions, products, and yield RXN SMILES: [C:1]([CH3:2])([CH3:3])([CH3:4])[c:5]1[cH:6][cH:7][c:8]([NH:9][c:10]2[n:11][n:12][c:13]([CH2:20][c:21]3[cH:22][n:23][c:24]([O:28][CH3:29])[c:25]([Br:27])[cH:26]3)[c:14]3[cH:15][cH:16][cH:17][cH:18][c:19]23)[cH:30][cH:31]1.[CH2:32]([Sn:33]([CH2:34][CH2:35][CH2:36][CH3:42])([c:37]1[o:38][cH:39][cH:40][cH:41]1)[CH2:43][CH2:44][CH2:45][CH3:46])[CH2:47][CH2:48][CH3:49].[CH3:50][CH2:51][O:52][C:53]([CH3:54])=[O:55]>>[C:1]([CH3:2])([CH3:3])([CH3:4])[c:5]1[cH:6][cH:7][c:8]([NH:9][c:10]2[n:11][n:12][c:13]([CH2:20][c:21]3[cH:22][n:23][c:24]([O:28][CH3:29])[c:25](-[c:37]4[o:38][cH:39][cH:40][cH:41]4)[cH:26]3)[c:14]3[cH:15][cH:16][cH:17][cH:18][c:19]23)[cH:30][cH:31]1. The product is COc1ncc(Cc2nnc(Nc3ccc(C(C)(C)C)cc3)c3ccccc23)cc1-c1ccco1. Starting materials: COc1ncc(Cc2nnc(Nc3ccc(C(C)(C)C)cc3)c3ccccc23)cc1Br, CCCC[Sn](CCCC)(CCCC)c1ccco1, CCOC(C)=O.